Dataset: the Open Reaction Database (ORD), a public repository of structured organic reaction records. Task: describe an organic reaction: reactants, conditions, products, and yield Reactants: ClC1=C(C=CC(=C1)Cl)[N+](=O)[O-] (2,4-dichloronitrobenzene), NC(CO)(C)C (2-amino-2-methyl-1-propanol). Run in O (water). Yields the product ClC=1C=CC(=C(C1)NC(CO)(C)C)[N+](=O)[O-] (2-[N-(5-Chloro-2-nitrophenyl)]amino-2-methyl-1-propanol). RXN SMILES: Cl[C:2]1[CH:7]=[C:6]([Cl:8])[CH:5]=[CH:4][C:3]=1[N+:9]([O-:11])=[O:10].[NH2:12][C:13]([CH3:17])([CH3:16])[CH2:14][OH:15]>O>[Cl:8][C:6]1[CH:5]=[CH:4][C:3]([N+:9]([O-:11])=[O:10])=[C:2]([NH:12][C:13]([CH3:17])([CH3:16])[CH2:14][OH:15])[CH:7]=1. Procedure details: A solution of 2,4-dichloronitrobenzene (VII, 20.0 g) and 2-amino-2-methyl-1-propanol (VIII, 80 ml) is stirred at 110° for 68 hr. After cooling to 20°-25°, adding water, extracting with methylene chloride, separating the phases and drying the organic phase over magnesium sulfate) gives the desired product sufficiently pure (>90%) to be carried on without further purification. An analytical sample is prepared by recrystallization from ethyl acetate/hexane to give the title compound, mp 102°-104°; ... Starting materials: CCC(C(=O)[O-])N1CCc2c(ccc(-c3noc(-c4ccc(OC(C)C)c(Cl)c4)n3)c2C)C1, C1CCOC1, CCOCC, CCO, [Na+], [OH-]. The product is Cc1c(-c2noc(-c3ccc(OC(C)C)c(Cl)c3)n2)ccc2c1CCN(CC(=O)O)C2. Reaction SMILES: [CH2:1]([CH3:2])[CH:3]([C:4](=[O:5])[O-:6])[N:7]1[CH2:8][c:9]2[cH:10][cH:11][c:12](-[c:18]3[n:19][o:20][c:21](-[c:23]4[cH:24][c:25]([Cl:33])[c:26]([O:29][CH:30]([CH3:31])[CH3:32])[cH:27][cH:28]4)[n:22]3)[c:13]([CH3:17])[c:14]2[CH2:15][CH2:16]1.[CH2:44]1[O:45][CH2:46][CH2:47][CH2:48]1.[CH3:36][CH2:37][O:38][CH2:39][CH3:40].[CH3:41][CH2:42][OH:43].[Na+:35].[OH-:34]>>[CH2:3]([C:4](=[O:5])[OH:6])[N:7]1[CH2:8][c:9]2[cH:10][cH:11][c:12](-[c:18]3[n:19][o:20][c:21](-[c:23]4[cH:24][c:25]([Cl:33])[c:26]([O:29][CH:30]([CH3:31])[CH3:32])[cH:27][cH:28]4)[n:22]3)[c:13]([CH3:17])[c:14]2[CH2:15][CH2:16]1. Product: CCOC(=O)C(C(=O)OCC)c1cc(F)c([N+](=O)[O-])cc1F. The reactants are CCOC(=O)C(Cl)C(=O)OCC, Cl, O=[N+]([O-])c1cc(F)c(F)cc1F, [Na+], CN(C)C=O, [OH-]. As a reaction SMILES: [Cl:15][CH:16]([C:17](=[O:18])[O:19][CH2:20][CH3:21])[C:22](=[O:23])[O:24][CH2:25][CH3:26].[ClH:27].[F:3][c:4]1[c:5]([F:14])[cH:6][c:7]([F:13])[c:8]([N+:10](=[O:11])[O-:12])[cH:9]1.[Na+:2].[O:28]=[CH:29][N:30]([CH3:31])[CH3:32].[OH-:1]>>[F:3][c:4]1[c:5]([CH:16]([C:17](=[O:18])[O:19][CH2:20][CH3:21])[C:22](=[O:23])[O:24][CH2:25][CH3:26])[cH:6][c:7]([F:13])[c:8]([N+:10](=[O:11])[O-:12])[cH:9]1. Reaction conditions: temperature 120 celsius, time 11 hour. RXN SMILES: C(N([CH:7]([CH3:9])[CH3:8])CC)(C)C.[C@@H:10]1([NH2:17])[CH2:15][CH2:14][CH2:13][CH2:12][C@@H:11]1[NH2:16].[CH3:18]N1CCCC1=O.[CH2:25]([NH:32][C:33]1[N:42]=[C:41](Cl)[CH:40]=[CH:39][C:34]=1[C:35]([O:37][CH3:38])=[O:36])[C:26]1[CH:31]=[CH:30][CH:29]=[CH:28][CH:27]=1.[C:44]([O:47]CC)(=[O:46])C>O>[CH2:25]([NH:32][C:33]1[N:42]=[C:41]([NH:16][C@@H:11]2[CH2:12][CH2:13][CH2:14][CH2:15][C@@H:10]2[NH:17][C:44]([O:47][C:7]([CH3:9])([CH3:18])[CH3:8])=[O:46])[CH:40]=[CH:39][C:34]=1[C:35]([O:37][CH3:38])=[O:36])[C:26]1[CH:31]=[CH:30][CH:29]=[CH:28][CH:27]=1. Starting materials: C(C)(C)N(CC)C(C)C (Diisopropylethylamine), [C@@H]1([C@H](CCCC1)N)N (cis-cyclohexane-1,2-diamine), CN1C(CCC1)=O (N-methylpyrrolidone), C(C1=CC=CC=C1)NC1=C(C(=O)OC)C=CC(=N1)Cl (methyl 2-benzylamino-6-chloronicotinate), C(C)(=O)OCC (ethyl acetate). Reported procedure: Diisopropylethylamine (7.5 ml) and cis-cyclohexane-1,2-diamine (5.0 g) were added to an N-methylpyrrolidone (50 ml) solution containing methyl 2-benzylamino-6-chloronicotinate (6.0 g), followed by stirring at 120° C. for 11 hours. The reaction mixture was cooled to room temperature, and water and ethyl acetate were added. The organic layer was collected, washed with saturated saline, and dried over anhydrous sodium sulfate, and then the solvent was distilled away under reduced pressure. Di-tert-... Solvent: O (water). The product is C(C1=CC=CC=C1)NC1=C(C(=O)OC)C=CC(=N1)N[C@H]1[C@H](CCCC1)NC(=O)OC(C)(C)C (methyl 2-benzylamino-6-(cis-2-(tert-butoxycarbonylamino)cyclohexylamino)nicotinate). Product: C1(=CC=CC=C1)C(N1C(C(C2=CC=CC=C12)C1=C(C=C2CCCOC2=C1)O)=O)C1=CC=CC=C1 (1-(diphenylmethyl)-3-(6-hydroxy-3,4-dihydro-2H-chromen-7-yl)-1,3-dihydro-2H-indol-2-one). Reaction conditions: time 20 hour. Procedure details: A 500 mL round-bottom flask was charged with chroman-6-ol (9.2 g, 61 mmol) and tetrahydrofuran (120 mL). A 2 M solution of isopropylmagnesium chloride in tetrahydrofuran (32.5 mL, 65.0 mmol) was added at 5° C. and the reaction mixture was stirred for 15 min and concentrated in vacuo. To the residue was added dichloromethane (180 mL), followed by a solution of 1-(diphenylmethyl)-1H-indole-2,3-dione (18.8 g, 60.0 mmol) in dichloromethane (180 mL) at 5° C. The reaction mixture was allowed to warm t... Run in ClCCl (dichloromethane). As a reaction SMILES: [C:1]1([CH:7]([C:30]2[CH:35]=[CH:34][CH:33]=[CH:32][CH:31]=2)[N:8]2[C:16]3[C:11](=[CH:12][CH:13]=[CH:14][CH:15]=3)[C:10](O)([C:17]3[CH:26]=[C:25]4[C:20]([CH2:21][CH2:22][CH2:23][O:24]4)=[CH:19][C:18]=3[OH:27])[C:9]2=[O:29])[CH:6]=[CH:5][CH:4]=[CH:3][CH:2]=1.C([SiH](CC)CC)C.FC(F)(F)C(O)=O>ClCCl>[C:30]1([CH:7]([C:1]2[CH:6]=[CH:5][CH:4]=[CH:3][CH:2]=2)[N:8]2[C:16]3[C:11](=[CH:12][CH:13]=[CH:14][CH:15]=3)[CH:10]([C:17]3[CH:26]=[C:25]4[C:20]([CH2:21][CH2:22][CH2:23][O:24]4)=[CH:19][C:18]=3[OH:27])[C:9]2=[O:29])[CH:31]=[CH:32][CH:33]=[CH:34][CH:35]=1. The reactants are C1(=CC=CC=C1)C(N1C(C(C2=CC=CC=C12)(C1=C(C=C2CCCOC2=C1)O)O)=O)C1=CC=CC=C1 (1-(diphenylmethyl)-3-hydroxy-3-(6-hydroxy-3,4-dihydro-2H-chromen-7-yl)-1,3-dihydro-2H-indol-2-one), C(C)[SiH](CC)CC (triethylsilane), FC(C(=O)O)(F)F (trifluoroacetic acid). The yield is 90.0%. The reactants are CCCCN=C=O, C1COCCO1, O, OC1CCN(Cc2ccccc2)CC1. Yields the product CCCCNC(=O)OC1CCN(Cc2ccccc2)CC1. RXN SMILES: [CH3:15][CH2:16][CH2:17][CH2:18][N:19]=[C:20]=[O:21].[O:23]1[CH2:24][CH2:25][O:26][CH2:27][CH2:28]1.[OH2:22].[c:1]1([CH2:7][N:8]2[CH2:9][CH2:10][CH:11]([OH:14])[CH2:12][CH2:13]2)[cH:2][cH:3][cH:4][cH:5][cH:6]1>>[c:1]1([CH2:7][N:8]2[CH2:9][CH2:10][CH:11]([O:14][C:20]([NH:19][CH2:18][CH2:17][CH2:16][CH3:15])=[O:21])[CH2:12][CH2:13]2)[cH:2][cH:3][cH:4][cH:5][cH:6]1.